This data is from the Open Reaction Database (ORD), a public repository of structured organic reaction records. The task is: describe an organic reaction: reactants, conditions, products, and yield Reactants: C(C)(=O)OC(C)=O (acetic anhydride), COC1=NC(=NC(=C1)OC)OC1=C(C=2C=C(NC2C=C1)C)C(=O)OCC=C (allyl 5-[(4,6-dimethoxypyrimidin-2-yl)oxy]-2-methylindol-4-carboxylate), N1=CC=CC=C1 (pyridine), ice water. Conditions: time 12 hour. Yields the product C(C)(=O)NC1=C(NC=2C=CC(=C(C12)C(=O)OCC=C)OC1=NC(=CC(=N1)OC)OC)C (Allyl 3-Acetylamino-5-[(4,6-dimethoxypyrimidin-2-yl)oxy]-2-methylindol-4-carboxylate). Yield: 87.0%. As a reaction SMILES: [CH3:1][O:2][C:3]1[CH:8]=[C:7]([O:9][CH3:10])[N:6]=[C:5]([O:11][C:12]2[CH:20]=[CH:19][C:18]3[NH:17][C:16]([CH3:21])=[CH:15][C:14]=3[C:13]=2[C:22]([O:24][CH2:25][CH:26]=[CH2:27])=[O:23])[N:4]=1.[C:28]([O:31]C(=O)C)(=O)[CH3:29].[N:35]1C=CC=CC=1>>[C:28]([NH:35][C:15]1[C:14]2[C:13]([C:22]([O:24][CH2:25][CH:26]=[CH2:27])=[O:23])=[C:12]([O:11][C:5]3[N:4]=[C:3]([O:2][CH3:1])[CH:8]=[C:7]([O:9][CH3:10])[N:6]=3)[CH:20]=[CH:19][C:18]=2[NH:17][C:16]=1[CH3:21])(=[O:31])[CH3:29]. Procedure: 0.5 g of allyl 5-[(4,6-dimethoxypyrimidin-2-yl)oxy]-2-methylindol-4-carboxylate was dissolved in 10 ml of pyridine, and 0.16 g of acetic anhydride was added thereto. The mixture was stirred for 12 hours. The reaction solution was poured into ice water and extracted with ethyl acetate. The organic layer was washed with water and then dried over anhydrous magnesium sulfate. The residue obtained by concentration under reduced pressure, was crystallized with isopropyl ether to obtain 0.49 g (yield: ... Reactants: ClCC=1N=C(OC1C)C=1SC=CC1 (4-chloromethyl-5-methyl-2-(2-thienyl)oxazole), OC1=CC=C(CO\N=C(/CCCCC(=O)OCC)\C2=CC=CC=C2)C=C1 (ethyl E-6-(4-hydroxybenzyloxyimino)-6-phenylhexanoate), C([O-])([O-])=O.[K+].[K+] (potassium carbonate), CN(C=O)C (N,N-dimethylformamide). Solvent: C(C)(=O)OCC.CCCCCC (ethyl acetate hexane), O (Water). Conditions: time 18 hour. Yields the product CC1=C(N=C(O1)C=1SC=CC1)COC1=CC=C(CO\N=C(/CCCCC(=O)OCC)\C2=CC=CC=C2)C=C1 (ethyl E-6-[4-[5-methyl-2-(2-thienyl)-4-oxazolylmethoxy]benzyloxyimino]-6-phenylhexanoate). Isolated yield 95.2%. RXN SMILES: Cl[CH2:2][C:3]1[N:4]=[C:5]([C:9]2[S:10][CH:11]=[CH:12][CH:13]=2)[O:6][C:7]=1[CH3:8].[OH:14][C:15]1[CH:39]=[CH:38][C:18]([CH2:19][O:20]/[N:21]=[C:22](/[C:32]2[CH:37]=[CH:36][CH:35]=[CH:34][CH:33]=2)\[CH2:23][CH2:24][CH2:25][CH2:26][C:27]([O:29][CH2:30][CH3:31])=[O:28])=[CH:17][CH:16]=1.C(=O)([O-])[O-].[K+].[K+].CN(C)C=O>C(OCC)(=O)C.CCCCCC.O>[CH3:8][C:7]1[O:6][C:5]([C:9]2[S:10][CH:11]=[CH:12][CH:13]=2)=[N:4][C:3]=1[CH2:2][O:14][C:15]1[CH:16]=[CH:17][C:18]([CH2:19][O:20]/[N:21]=[C:22](/[C:32]2[CH:33]=[CH:34][CH:35]=[CH:36][CH:37]=2)\[CH2:23][CH2:24][CH2:25][CH2:26][C:27]([O:29][CH2:30][CH3:31])=[O:28])=[CH:38][CH:39]=1 |f:2.3.4,6.7|. Procedure details: A mixture of 4-chloromethyl-5-methyl-2-(2-thienyl)oxazole (397 mg), ethyl E-6-(4-hydroxybenzyloxyimino)-6-phenylhexanoate (600 mg), potassium carbonate (467 mg) and N,N-dimethylformamide (7 ml) was stirred at room temperature for 18 hours. Water was added to the reaction mixture and extracted with ethyl acetate. The ethyl acetate layer was washed with an aqueous saturated solution of sodium chloride, dried (MgSO4) and concentrated. The residue was subjected to silica gel chromatography to obtain... Starting materials: C(C)C1=C(C(=O)O)C=C(C(=N1)OC)NC(=O)N1CCN(CC1)C1=CC(=CC(=C1)F)F (2-ethyl-5-{[4-(3,5-difluorophenyl)-piperazine-1-carbonyl]-amino}-6-methoxynicotinic acid), C1=CC=CC2=NC3=CC=CC=C3C(=C12)NC=1C=C(C=C(C1)N)CO ([3-(acridine-9-yl-amino)-5-aminophenyl]-methanol). Product: C1=CC=CC2=NC3=CC=CC=C3C(=C12)NC=1C=C(C=C(C1)CO)NC(=O)C=1C=C(C(=NC1CC)OC)NC(=O)N1CCN(CC1)C1=CC(=CC(=C1)F)F (4-(3,5-difluorophenyl)-piperazine-1-carboxylic acid{5-[3-(acridine-9-yl-amino)-5-hydroxymethylphenylcarbamoyl]-6-ethyl-2-methoxy-pyridine-3-yl}amide). Yield: 68.8%. RXN SMILES: [CH2:1]([C:3]1[N:11]=[C:10]([O:12][CH3:13])[C:9]([NH:14][C:15]([N:17]2[CH2:22][CH2:21][N:20]([C:23]3[CH:28]=[C:27]([F:29])[CH:26]=[C:25]([F:30])[CH:24]=3)[CH2:19][CH2:18]2)=[O:16])=[CH:8][C:4]=1[C:5](O)=[O:6])[CH3:2].[CH:31]1[C:44]2[C:35](=[N:36][C:37]3[C:42]([C:43]=2[NH:45][C:46]2[CH:47]=[C:48]([CH2:53][OH:54])[CH:49]=[C:50]([NH2:52])[CH:51]=2)=[CH:41][CH:40]=[CH:39][CH:38]=3)[CH:34]=[CH:33][CH:32]=1>>[CH:31]1[C:44]2[C:35](=[N:36][C:37]3[C:42]([C:43]=2[NH:45][C:46]2[CH:51]=[C:50]([NH:52][C:5]([C:4]4[CH:8]=[C:9]([NH:14][C:15]([N:17]5[CH2:18][CH2:19][N:20]([C:23]6[CH:28]=[C:27]([F:29])[CH:26]=[C:25]([F:30])[CH:24]=6)[CH2:21][CH2:22]5)=[O:16])[C:10]([O:12][CH3:13])=[N:11][C:3]=4[CH2:1][CH3:2])=[O:6])[CH:49]=[C:48]([CH2:53][OH:54])[CH:47]=2)=[CH:41][CH:40]=[CH:39][CH:38]=3)[CH:34]=[CH:33][CH:32]=1. Procedure details: The same reaction procedure to the example 18 were carried out using 2-ethyl-5-{[4-(3,5-difluorophenyl)-piperazine-1-carbonyl]-amino}-6-methoxynicotinic acid and [3-(acridine-9-yl-amino)-5-aminophenyl]-methanol to give the titled compound. The reactants are C(C1=CC=CC=C1)OC1=CC=CC=2N(C(=NC21)SC)CCCO (4-benzyloxy-1-(3-hydroxypropyl)-2-methylthio-1H-benzimidazole), [H-].[Na+] (sodium hydride), O (Water). The solvent is CN(C=O)C (dimethylformamide). Run at time 8 hour. Product: C(C1=CC=CC=C1)OC1=CC=CC=2N3C(=NC21)OCCC3 (9-benzyloxy-3,4-dihydro-2H-[1,3]oxazino-[3,2-a]benzimidazole). Isolated yield 85.4%. As a reaction SMILES: [CH2:1]([O:8][C:9]1[C:17]2[N:16]=[C:15](SC)[N:14]([CH2:20][CH2:21][CH2:22][OH:23])[C:13]=2[CH:12]=[CH:11][CH:10]=1)[C:2]1[CH:7]=[CH:6][CH:5]=[CH:4][CH:3]=1.[H-].[Na+].O>CN(C)C=O>[CH2:1]([O:8][C:9]1[C:17]2[N:16]=[C:15]3[O:23][CH2:22][CH2:21][CH2:20][N:14]3[C:13]=2[CH:12]=[CH:11][CH:10]=1)[C:2]1[CH:7]=[CH:6][CH:5]=[CH:4][CH:3]=1 |f:1.2|. Procedure details: To a solution of 4-benzyloxy-1-(3-hydroxypropyl)-2-methylthio-1H-benzimidazole (59 mg) in dimethylformamide (1 ml) was added sodium hydride at ambient temperature, and the mixture was stirred overnight. Water was added to the reaction mixture, and extracted with ethyl acetate. The extract was washed with water and brine, dried over magnesium sulfate and evaporated in vacuo. The residue was purified by preparative thin layer chromatography (chloroform:methanol=10:1, v/v) and pulverized with diiso... The reactants are CCNCC, CN(C)C1(C#N)CCCC1, Cl, N#C[K], O=C1CCCC1, O. Product: CCN(CC)C1(C#N)CCCC1. RXN SMILES: [CH2:2]([CH3:3])[NH:4][CH2:5][CH3:6].[CH3:16][N:17]([CH3:18])[C:19]1([C:20]#[N:21])[CH2:22][CH2:23][CH2:24][CH2:25]1.[ClH:1].[K:13][C:14]#[N:15].[O:7]=[C:8]1[CH2:9][CH2:10][CH2:11][CH2:12]1.[OH2:26]>>[CH2:2]([CH3:3])[N:4]([CH2:5][CH3:6])[C:8]1([C:14]#[N:15])[CH2:9][CH2:10][CH2:11][CH2:12]1. Starting materials: ClC(C(F)(F)F)(F)Cl (2,2-dichloro-1,1,1,2-tetrafluoroethane), ClC(C(F)(F)Cl)(F)F (1,2-dichloro-1,1,2,2-tetrafluoroethane), [H][H] (hydrogen), C(C(F)(Cl)Cl)(F)(F)F (CFC-114a), C(C(F)(F)F)F (HFC-134a), [H][H] (hydrogen), C(C(F)(F)Cl)(F)(F)Cl (CFC-114), 2,2-dichloro, C(C(F)(F)F)(F)Cl (HCFC-124), 1,2-dichloro, Cl (HCl), C(C(F)(F)Cl)(F)F (HCFC-124a), C(C(F)(F)Cl)(F)(F)Cl (CFC-114), 1,2-dichloro, 2,2-dichloro. Reaction conditions: time 11 hour. Yields the product C(C(F)(Cl)Cl)(F)(F)F.C(C(F)(F)Cl)(F)(F)Cl (CFC-114a CFC-114). As a reaction SMILES: [Cl:1][C:2]([Cl:8])([F:7])[C:3]([F:6])([F:5])[F:4].[Cl:9][C:10]([F:16])([F:15])[C:11]([Cl:14])([F:13])[F:12].[H][H].Cl.C(F)(F)C(Cl)(F)F.C(F)C(F)(F)F.C(Cl)(F)C(F)(F)F>>[C:3]([F:6])([F:5])([F:4])[C:2]([Cl:8])([Cl:1])[F:7].[C:10]([Cl:9])([F:16])([F:15])[C:11]([Cl:14])([F:13])[F:12] |f:7.8|. Procedure: Various mixtures of 2,2-dichloro-1,1,1,2-tetrafluoroethane (CFC-114a) and 1,2-dichloro-1,1,2,2-tetrafluoroethane (CFC-114) and hydrogen were fed to the reactor for a period of 170 hours. For an 11 hour period at 600° C., at an average time in synthesis of 50 hours, with a feed molar ratio of hydrogen to CFC-114/114a isomers of 11:1, and a liquid feed rate of 13.2 mL/hr of an equal mixture of the 2,2-dichloro and the 1,2-dichloro isomers, the average conversion of the 2,2-dichloro isomer was 98% ...